Dataset: the Open Reaction Database (ORD), a public repository of structured organic reaction records. Task: describe an organic reaction: reactants, conditions, products, and yield Reactants: CC(=O)OC(C)CCCCn1c(=O)c2c(ncn2C)n(CCCCCCNC(=O)OC(C)(C)C)c1=O, ClCCl, O=C(O)C(F)(F)F. The product is CC(=O)OC(C)CCCCn1c(=O)c2c(ncn2C)n(CCCCCCN)c1=O. RXN SMILES: [C:8]([CH3:9])(=[O:10])[O:11][CH:12]([CH2:13][CH2:14][CH2:15][CH2:16][n:17]1[c:18](=[O:19])[n:20]([CH2:29][CH2:30][CH2:31][CH2:32][CH2:33][CH2:34][NH:35][C:36]([O:37][C:38]([CH3:39])([CH3:40])[CH3:41])=[O:42])[c:21]2[n:22][cH:23][n:24]([CH3:28])[c:25]2[c:26]1=[O:27])[CH3:43].[Cl:44][CH2:45][Cl:46].[OH:1][C:2]([C:3]([F:4])([F:5])[F:6])=[O:7]>>[C:8]([CH3:9])(=[O:10])[O:11][CH:12]([CH2:13][CH2:14][CH2:15][CH2:16][n:17]1[c:18](=[O:19])[n:20]([CH2:29][CH2:30][CH2:31][CH2:32][CH2:33][CH2:34][NH2:35])[c:21]2[n:22][cH:23][n:24]([CH3:28])[c:25]2[c:26]1=[O:27])[CH3:43]. RXN SMILES: Cl.[Cl:2][C:3]1[C:12]2[C:7](=[CH:8][C:9]([O:15][CH2:16][CH2:17][CH2:18][N:19]3[CH2:23][CH2:22][CH2:21][CH2:20]3)=[C:10]([O:13][CH3:14])[CH:11]=2)[N:6]=[N:5][CH:4]=1.[Cl:24][C:25]1[CH:31]=[CH:30][C:28]([NH2:29])=[C:27]([F:32])[CH:26]=1.Cl>CC(O)CCC>[ClH:2].[Cl:24][C:25]1[CH:31]=[CH:30][C:28]([NH:29][C:3]2[C:12]3[C:7](=[CH:8][C:9]([O:15][CH2:16][CH2:17][CH2:18][N:19]4[CH2:23][CH2:22][CH2:21][CH2:20]4)=[C:10]([O:13][CH3:14])[CH:11]=3)[N:6]=[N:5][CH:4]=2)=[C:27]([F:32])[CH:26]=1 |f:0.1,5.6|. Run in CC(CCC)O (2-pentanol). Yields the product Cl.ClC1=CC(=C(NC2=CN=NC3=CC(=C(C=C23)OC)OCCCN2CCCC2)C=C1)F (4-(4-chloro-2-fluoroanilino)-6-methoxy-7-(3-pyrrolidinopropoxy)cinnoline hydrochloride). Procedure: A solution of 4-chloro-6-methoxy-7-(3-pyrrolidinopropoxy)cinnoline hydrochloride (130 mg, 0.32 mmol), (prepared as described for the starting material in Example 13), and 4-chloro-2-fluoroaniline (70 mg, 0.48 mmol), in 2-pentanol (4 ml) and 5M isopropanolic hydrogen chloride (1 ml) was heated at 120° C. for 2.5 hours. The solid was filtered off, washed with isopropanol and then ether and dried under vacuum to give 4-(4-chloro-2-fluoroanilino)-6-methoxy-7-(3-pyrrolidinopropoxy)cinnoline hydrochlo... Isolated yield 73.6%. The reactants are Cl.ClC1=CN=NC2=CC(=C(C=C12)OC)OCCCN1CCCC1 (4-chloro-6-methoxy-7-(3-pyrrolidinopropoxy)cinnoline hydrochloride), Cl (hydrogen chloride), ClC1=CC(=C(N)C=C1)F (4-chloro-2-fluoroaniline). Reactants: [Ba], CC[N+](CC)(CC)Cc1ccccc1, COc1ccc(C2Sc3ccccc3NC(=O)C2O)cc1, CN(C)CCCl, [Cl-], ClCCCl, Cl, O, O, O, O, O, O, O, O, O. Reaction SMILES: [Ba:30].[CH2:43]([N+:44]([CH2:45][CH3:46])([CH2:47][CH3:48])[CH2:49][c:50]1[cH:51][cH:52][cH:53][cH:54][cH:55]1)[CH3:56].[CH3:1][O:2][c:3]1[cH:4][cH:5][c:6]([CH:9]2[S:10][c:11]3[c:12]([cH:18][cH:19][cH:20][cH:21]3)[NH:13][C:14](=[O:17])[CH:15]2[OH:16])[cH:7][cH:8]1.[CH3:36][N:37]([CH2:38][CH2:39][Cl:40])[CH3:41].[Cl-:42].[Cl:31][CH2:32][CH2:33][Cl:34].[ClH:35].[OH2:22].[OH2:23].[OH2:24].[OH2:25].[OH2:26].[OH2:27].[OH2:28].[OH2:29].[OH2:57]>>[CH3:1][O:2][c:3]1[cH:4][cH:5][c:6]([CH:9]2[S:10][c:11]3[c:12]([cH:18][cH:19][cH:20][cH:21]3)[N:13]([CH2:39][CH2:38][N:37]([CH3:36])[CH3:41])[C:14](=[O:17])[CH:15]2[OH:16])[cH:7][cH:8]1. The product is COc1ccc(C2Sc3ccccc3N(CCN(C)C)C(=O)C2O)cc1. Run at temperature -78 celsius, time 30 minute. Reported procedure: To a stirred solution of potassium tert-butoxide (0.84 g, 7.5 mmol) in dry THF (5.25 mL) under an N2 atmosphere at −78° C. was added a cooled (−78° C.) solution of N-(diphenylmethylene)glycine ethyl ester (2.00 g, 7.5 mmol) in dry THF (3 mL), dropwise. The resulting solution was stirred at −78° C. for 30 minutes when it was added via canula to a stirred solution of 2-thiophene carbonyl chloride (0.80 mL, 7.5 mmol) in dry THF (3 mL) under an N2 atmosphere at −78° C. The resulting mixture was stir... Starting materials: C(C)OC(CN=C(C1=CC=CC=C1)C1=CC=CC=C1)=O (N-(diphenylmethylene)glycine ethyl ester), S1C(=CC=C1)C(=O)Cl (2-thiophene carbonyl chloride), Cl (HCl), CC(C)([O-])C.[K+] (potassium tert-butoxide). Run in C1CCOC1 (THF), C1CCOC1 (THF), C1CCOC1 (THF). Product: Cl.NC(C(=O)OCC)C(C=1SC=CC1)=O (ethyl 2-amino-3-oxo-3-(thiophen-2-yl)propanoate hydrochloride). The yield is 71.8%. Reaction SMILES: CC(C)([O-])C.[K+].[CH2:7]([O:9][C:10](=[O:26])[CH2:11][N:12]=C(C1C=CC=CC=1)C1C=CC=CC=1)[CH3:8].[S:27]1[CH:31]=[CH:30][CH:29]=[C:28]1[C:32]([Cl:34])=[O:33].Cl>C1COCC1>[ClH:34].[NH2:12][CH:11]([C:32](=[O:33])[C:28]1[S:27][CH:31]=[CH:30][CH:29]=1)[C:10]([O:9][CH2:7][CH3:8])=[O:26] |f:0.1,6.7|. Reactants: C([C@H](O)C1=CC=CC=C1)(=O)N[C@H]1[C@@H]2N(C(=C(CS2)COC(CCC(=O)O)=O)C(=O)O)C1=O (7β-(D-mandelamido)-3-(3-carboxypropionyloxy)methyl-3-cephem-4-carboxylic acid), SC1=NN=NN1C (5-mercapto-1-methyl-1H-tetrazole), C(O)([O-])=O.[Na+] (sodium hydrogen carbonate). The solvent is O (water). Reaction conditions: temperature 60 celsius, time 1 hour. Product: [Na+].C([C@H](O)C1=CC=CC=C1)(=O)N[C@H]1[C@@H]2N(C(=C(CS2)CSC2=NN=NN2C)C(=O)[O-])C1=O (7β-(D-mandelamido)-3-(1-methyl-1H-tetrazol-5-yl)thiomethyl-3-cephem-4-carboxylic acid sodium salt). Isolated yield 64.6%. As a reaction SMILES: [C:1]([NH:11][C@@H:12]1[C:31](=[O:32])[N:14]2[C:15]([C:28]([OH:30])=[O:29])=[C:16]([CH2:19]OC(=O)CCC(O)=O)[CH2:17][S:18][C@H:13]12)(=[O:10])[C@@H:2]([C:4]1[CH:9]=[CH:8][CH:7]=[CH:6][CH:5]=1)[OH:3].[SH:33][C:34]1[N:38]([CH3:39])[N:37]=[N:36][N:35]=1.C(=O)([O-])O.[Na+:44]>O>[Na+:44].[C:1]([NH:11][C@@H:12]1[C:31](=[O:32])[N:14]2[C:15]([C:28]([O-:30])=[O:29])=[C:16]([CH2:19][S:33][C:34]3[N:38]([CH3:39])[N:37]=[N:36][N:35]=3)[CH2:17][S:18][C@H:13]12)(=[O:10])[C@@H:2]([C:4]1[CH:9]=[CH:8][CH:7]=[CH:6][CH:5]=1)[OH:3] |f:2.3,5.6|. Reported procedure: In water (5 ml) was dissolved 7β-(D-mandelamido)-3-(3-carboxypropionyloxy)methyl-3-cephem-4-carboxylic acid (0.46 g) together with 5-mercapto-1-methyl-1H-tetrazole (0.12 g) and sodium hydrogen carbonate (0.25 g). The solution was stirred at 60° C. for 1 hour and a half. After cooling in the air, the reaction mixture was subjected to column chromatography on Amberlite XAD-2, elution being carried out with water and, then, with a solvent mixture of water and methanol. The fractions containing the ...